Dataset: the Open Reaction Database (ORD), a public repository of structured organic reaction records. Task: describe an organic reaction: reactants, conditions, products, and yield Reported procedure: To a solution of DIPEA (1.38 mL, 7.9 mmol), 2-(6-cyano-2,3-difluorophenyl)malonic acid diethyl ester (1.35 g, 6.00 mmol), as prepared in the preceding step, and DMSO (1.7 mL) was added 2-(3-chlorophenyl)-2,2-difluoroethylamine (1.44 g, 7.51 mmol), as prepared in Example 2d. The reaction was stirred under argon at 110° C. for 69 h and then allowed to cool to room temperature. The mixture was diluted with saturated NaHCO3 (15 mL) and extracted with ether (2×15 mL). The combined organic layers were... Yield: 64.1%. The product is C(C)OC(CC1=C(C(=CC=C1C#N)NCC(F)(F)C1=CC(=CC=C1)Cl)F)=O ({3-[2-(3-Chlorophenyl)-2,2-difluoroethylamino]-6-cyano-2-fluorophenyl}acetic Acid Ethyl Ester). Run at temperature 110 celsius, time 69 hour. As a reaction SMILES: CCN(C(C)C)C(C)C.C(OC(=O)[CH:14]([C:20]1[C:25]([C:26]#[N:27])=[CH:24][CH:23]=[C:22](F)[C:21]=1[F:29])[C:15]([O:17][CH2:18][CH3:19])=[O:16])C.CS(C)=O.[Cl:35][C:36]1[CH:37]=[C:38]([C:42]([F:46])([F:45])[CH2:43][NH2:44])[CH:39]=[CH:40][CH:41]=1>C([O-])(O)=O.[Na+]>[CH2:18]([O:17][C:15](=[O:16])[CH2:14][C:20]1[C:25]([C:26]#[N:27])=[CH:24][CH:23]=[C:22]([NH:44][CH2:43][C:42]([C:38]2[CH:39]=[CH:40][CH:41]=[C:36]([Cl:35])[CH:37]=2)([F:45])[F:46])[C:21]=1[F:29])[CH3:19] |f:4.5|. Starting materials: CCN(C(C)C)C(C)C (DIPEA), C(C)OC(C(C(=O)OCC)C1=C(C(=CC=C1C#N)F)F)=O (2-(6-cyano-2,3-difluorophenyl)malonic acid diethyl ester), CS(=O)C (DMSO), ClC=1C=C(C=CC1)C(CN)(F)F (2-(3-chlorophenyl)-2,2-difluoroethylamine). Run in C(=O)(O)[O-].[Na+] (NaHCO3). The reactants are ice water, [Cl-].[Al+3].[Cl-].[Cl-] (aluminum chloride), CC1=C(NC(C)=O)C=C(C=C1)C (2′,5′-Dimethylacetanilide), BrCC(=O)Br (bromoacetyl bromide). Solvent: C(=S)=S (carbon disulfide). Reaction conditions: time 30 minute. Yields the product BrCC(=O)C1=CC(=C(NC(C)=O)C=C1C)C (4′-(2-bromo-acetyl)-2′,5′-dimethylacetanilide). RXN SMILES: [Cl-].[Al+3].[Cl-].[Cl-].[Br:5][CH2:6][C:7](Br)=[O:8].[CH3:10][C:11]1[CH:20]=[CH:19][C:18]([CH3:21])=[CH:17][C:12]=1[NH:13][C:14](=[O:16])[CH3:15]>C(=S)=S>[Br:5][CH2:6][C:7]([C:19]1[C:18]([CH3:21])=[CH:17][C:12]([NH:13][C:14](=[O:16])[CH3:15])=[C:11]([CH3:10])[CH:20]=1)=[O:8] |f:0.1.2.3|. Procedure: To a stirred suspension of aluminum chloride (13.4 g) in carbon disulfide (68 ml) was added bromoacetyl bromide (8.8 ml) under ice-cooling, and the mixture was stirred for 30 minutes. 2′,5′-Dimethylacetanilide (5.57 g) was added to the stirred mixture, and the mixture was heated under reflux for 12 hours. After cooling, the reaction mixture was poured into ice-water, and the resulting precipitate were collected by filtration and washed with water. The cake was dissolved in ethyl acetate, and the... The reactants are Cl (hydrochloric acid), C(C1=CC=CC=C1)OCCC1=CC=C(C=C1)Br (4-(2-benzyloxyethyl) phenylbromide), C(CCC)[Li] (n-butyllithium), C(C)(C)OB(OC(C)C)OC(C)C (triisopropoxyboron). Run in C1CCOC1 (THF), C1CCOC1 (THF). Run at time 3 hour. Product: C(C1=CC=CC=C1)OCCC1=CC=C(C=C1)B(O)O (4-(2-benzyloxyethyl) phenyl boronic acid). The yield is 64.0%. Reaction SMILES: [CH2:1]([O:8][CH2:9][CH2:10][C:11]1[CH:16]=[CH:15][C:14](Br)=[CH:13][CH:12]=1)[C:2]1[CH:7]=[CH:6][CH:5]=[CH:4][CH:3]=1.C([Li])CCC.C([O:26][B:27](OC(C)C)[O:28]C(C)C)(C)C.Cl>C1COCC1>[CH2:1]([O:8][CH2:9][CH2:10][C:11]1[CH:16]=[CH:15][C:14]([B:27]([OH:28])[OH:26])=[CH:13][CH:12]=1)[C:2]1[CH:7]=[CH:6][CH:5]=[CH:4][CH:3]=1. Procedure details: 3.8 g (13.0 mmol) of 4-(2-benzyloxyethyl) phenylbromide and 30 ml of dry THF were cooled to -80° C., and 9.4 ml of n-butyllithium (1.65M) was dripped to it. Stirring at the foregoing temperature was performed for 3 hours, and then mixture solution of 5.68 g (30.2 mmol) of triisopropoxyboron and 15 ml of dry THF was dripped, and stirring at room temperature was performed for 13 hours. After the reactions had been completed, 15 ml of 10% hydrochloric acid was added, and extraction with ethyl aceta... The reactants are CC(C)(C)O, C=CCCCCn1c(=O)c2c(ncn2C)n(C)c1=O, C[N+]1([O-])CCOCC1, CC(C)=O, [Na+], [Na+], O, O=[Os](=O)(=O)=O, O=S([O-])S(=O)[O-]. The product is Cn1cnc2c1c(=O)n(CCCCC(O)CO)c(=O)n2C. As a reaction SMILES: [C:41]([OH:42])([CH3:43])([CH3:44])[CH3:45].[CH2:1]([CH2:2][CH2:3][CH2:4][CH:5]=[CH2:6])[n:7]1[c:8](=[O:9])[n:10]([CH3:19])[c:11]2[n:12][cH:13][n:14]([CH3:18])[c:15]2[c:16]1=[O:17].[CH3:20][N+:21]1([O-:22])[CH2:23][CH2:25][O:24][CH2:26][CH2:27]1.[CH3:37][C:38](=[O:39])[CH3:40].[Na+:34].[Na+:35].[OH2:36].[Os:46](=[O:47])(=[O:48])(=[O:49])=[O:50].[S:28]([S:29]([O-:30])=[O:31])([O-:32])=[O:33]>>[CH2:1]([CH2:2][CH2:3][CH2:4][CH:5]([CH2:6][OH:24])[OH:36])[n:7]1[c:8](=[O:9])[n:10]([CH3:19])[c:11]2[n:12][cH:13][n:14]([CH3:18])[c:15]2[c:16]1=[O:17]. The reactants are CN1C(N=C(C2=C1SC=C2C)C2=CC=CC=C2)=O (1-methyl-4-phenyl-5-methyl-1,2-dihyrothieno[2,3-d] -pyrimidin-2-one), S(=O)(=O)(Cl)Cl (sulfuryl chloride), N (ammonia). The solvent is C(Cl)(Cl)Cl (chloroform), C(Cl)(Cl)Cl (chloroform). Reaction conditions: time 5 hour. The product is CN1C(N=C(C2=C1SC(=C2C)Cl)C2=CC=CC=C2)=O (1-methyl-4-phenyl-5-methyl-6-chloro-1,2-dihydrothieno[2,3-d]pyrimidin-2-one). RXN SMILES: [CH3:1][N:2]1[C:7]2[S:8][CH:9]=[C:10]([CH3:11])[C:6]=2[C:5]([C:12]2[CH:17]=[CH:16][CH:15]=[CH:14][CH:13]=2)=[N:4][C:3]1=[O:18].S(Cl)([Cl:22])(=O)=O.N>C(Cl)(Cl)Cl>[CH3:1][N:2]1[C:7]2[S:8][C:9]([Cl:22])=[C:10]([CH3:11])[C:6]=2[C:5]([C:12]2[CH:13]=[CH:14][CH:15]=[CH:16][CH:17]=2)=[N:4][C:3]1=[O:18]. Procedure: To a solution of 1.33 g of 1-methyl-4-phenyl-5-methyl-1,2-dihyrothieno[2,3-d] -pyrimidin-2-one in 35 of chloroform is added dropwise 1.62 g of sulfuryl chloride in 6 ml of chloroform. After stirring the reaction mixture for 5 hours at room temperature, the reaction mixture is neutralized with aqueous ammonia and then extracted with chloroform. The chloroform extracts are washed with water, dried, evaporated under reduced pressure to a residue to give crystals of 1-methyl-4-phenyl-5-methyl-6-chlo... The reactants are ice water, N1(CCNCC1)CC1=CC=C(C=C1)CNC(C)=O (N-(4-((piperazin-1-yl)methyl)phenylmethyl)acetamide), ClC1=NC(=CC(=N1)OC)OC (2-chloro-4,6-dimethoxypyrimidine), C([O-])([O-])=O.[K+].[K+] (potassium carbonate). The solvent is C(C)#N (acetonitrile). Product: COC1=NC(=NC(=C1)OC)N1CCN(CC1)CC1=CC=C(C=C1)CNC(C)=O (N-(4-((4-(4,6-Dimethoxypyrimidin-2-yl)piperazin-1-yl)methyl)phenylmethyl)acetamide). Isolated yield 64.2%. RXN SMILES: [N:1]1([CH2:7][C:8]2[CH:13]=[CH:12][C:11]([CH2:14][NH:15][C:16](=[O:18])[CH3:17])=[CH:10][CH:9]=2)[CH2:6][CH2:5][NH:4][CH2:3][CH2:2]1.Cl[C:20]1[N:25]=[C:24]([O:26][CH3:27])[CH:23]=[C:22]([O:28][CH3:29])[N:21]=1.C(=O)([O-])[O-].[K+].[K+]>C(#N)C>[CH3:29][O:28][C:22]1[CH:23]=[C:24]([O:26][CH3:27])[N:25]=[C:20]([N:4]2[CH2:5][CH2:6][N:1]([CH2:7][C:8]3[CH:9]=[CH:10][C:11]([CH2:14][NH:15][C:16](=[O:18])[CH3:17])=[CH:12][CH:13]=3)[CH2:2][CH2:3]2)[N:21]=1 |f:2.3.4|. Reported procedure: A solution of N-(4-((piperazin-1-yl)methyl)phenylmethyl)acetamide (5.0 g) obtained in Example 88(2), 2-chloro-4,6-dimethoxypyrimidine (3.9 g) and potassium carbonate (4.2 g) in acetonitrile (50 ml) was refluxed under heating for 5 hr. The reaction mixture was poured into ice water and extracted with ethyl acetate. The extract was washed with brine and dried over anhydrous sodium sulfate. The solvent was evaporated to give a pale-brown solid. The obtained pale-brown solid was purified by silica g... Reactants: N(=[N+]=[N-])CC=1C=CC(=NC1)C(F)(F)F (5-(azidomethyl)-2-(trifluoromethyl)pyridine), [H-].[H-].[H-].[H-].[Li+].[Al+3] (LAH). Run in C1CCOC1 (THF). Run at time 15 minute. The product is FC(C1=CC=C(C=N1)CN)(F)F ((6-(trifluoromethyl)pyridin-3-yl)methanamine). Yield: 92.7%. As a reaction SMILES: [N:1]([CH2:4][C:5]1[CH:6]=[CH:7][C:8]([C:11]([F:14])([F:13])[F:12])=[N:9][CH:10]=1)=[N+]=[N-].[H-].[H-].[H-].[H-].[Li+].[Al+3]>C1COCC1>[F:13][C:11]([F:12])([F:14])[C:8]1[N:9]=[CH:10][C:5]([CH2:4][NH2:1])=[CH:6][CH:7]=1 |f:1.2.3.4.5.6|. Procedure details: 5-(azidomethyl)-2-(trifluoromethyl)pyridine (2.6 g, 12.86 mmol) in THF at −78° C. was added LAH (0.54 g, 14.2 mmol). The resulting mixture was stirred for 15 min. and warmed to room temperature for one hour. Then the reaction was quenched with saturated aqueous NH4Cl and stirred for a couple of hours. Anhydrous Na2SO4 was added to make the mixture clear two phases, filtered and washed with EtOAc. The combined organic solution was concentrated to provide (6-(trifluoromethyl)pyridin-3-yl)methanami...